From a dataset of the Open Reaction Database (ORD), a public repository of structured organic reaction records. describe an organic reaction: reactants, conditions, products, and yield The reactants are Example 1 ( g ), C(=O)(C(F)(F)F)O (TFA), C1(=CCCCC1)C=1C=C2C(=C(C(N(C2=NC1C(F)(F)F)C)=O)C(=O)NCC(=O)OC(C)(C)C)O (tert-butyl 2-(6-cyclohexenyl-4-hydroxy-1-methyl-2-oxo-7-(trifluoromethyl)-1,2-dihydro-1,8-naphthyridine-3-carboxamido)acetate), Example 95 ( a ). Product: C1(=CCCCC1)C=1C=C2C(=C(C(N(C2=NC1C(F)(F)F)C)=O)C(=O)NCC(=O)O)O (2-(6-Cyclohexenyl-4-hydroxy-1-methyl-2-oxo-7-(trifluoromethyl)-1,2-dihydro-1,8-naphthyridine-3-carboxamido)acetic acid). RXN SMILES: [C:1]1([C:7]2[CH:8]=[C:9]3[C:14](=[N:15][C:16]=2[C:17]([F:20])([F:19])[F:18])[N:13]([CH3:21])[C:12](=[O:22])[C:11]([C:23]([NH:25][CH2:26][C:27]([O:29]C(C)(C)C)=[O:28])=[O:24])=[C:10]3[OH:34])[CH2:6][CH2:5][CH2:4][CH2:3][CH:2]=1.C(O)(C(F)(F)F)=O>>[C:1]1([C:7]2[CH:8]=[C:9]3[C:14](=[N:15][C:16]=2[C:17]([F:18])([F:19])[F:20])[N:13]([CH3:21])[C:12](=[O:22])[C:11]([C:23]([NH:25][CH2:26][C:27]([OH:29])=[O:28])=[O:24])=[C:10]3[OH:34])[CH2:6][CH2:5][CH2:4][CH2:3][CH:2]=1. Reported procedure: The title compound was prepared similarly to the procedure described for Example 1 (g) by treatment of tert-butyl 2-(6-cyclohexenyl-4-hydroxy-1-methyl-2-oxo-7-(trifluoromethyl)-1,2-dihydro-1,8-naphthyridine-3-carboxamido)acetate (Example 95 (a)) with TFA. MS (ESI, pos. ion) m/z: 426 (M+1). 1H NMR (300 MHz, DMSO-d6) δ ppm: 13.02 (s, 1 H), 10.39 (t, J=5.6 Hz, 1 H), 8.35 (s, 1 H), 5.52-5.79 (m, 1 H), 4.15 (d, J=5.6 Hz, 2 H), 3.66 (s, 3 H), 2.04-2.37 (m, 4 H), 1.57-1.89 (m, 4 H). As a reaction SMILES: [CH3:1][N:2]1[C@H:16]2[C@@H:6]([C:7]3[CH:8]=[CH:9][CH:10]=[C:11]4[C:17]=3[C:14]([CH2:15]2)=[CH:13][NH:12]4)[CH2:5][C@@:4]([CH3:20])(NN)[CH2:3]1.C[N:22]1[CH2:27][CH2:26]OCC1.C(Cl)(=O)C.[NH3:32].[OH2:33]>C(Cl)(Cl)Cl.C(#N)C>[CH3:1][N:2]1[C@H:16]2[C@@H:6]([C:7]3[CH:8]=[CH:9][CH:10]=[C:11]4[C:17]=3[C:14]([CH2:15]2)=[CH:13][NH:12]4)[CH2:5][C@@H:4]([CH2:20][NH:32][NH:22][C:27](=[O:33])[CH3:26])[CH2:3]1. Run at time 1 hour. Procedure: 0.6 g (0.0021 moles) of 6-methyl-8β-hydrazino-methyl-ergoline are introduced, under vigorous stirring, into a solution of 0.28 ml (0.0025 moles) of N-methyl-morpholine in 60 ml of dry chloroform. When the solid dissolves completely, a solution of 0.184 g (0.0023 moles) of acetyl chloride in 2 ml of acetonitrile is added dropwise, within 5 minutes, to the mixture. After the addition the pH of the mixture is checked, and when it is lower than 6, N-methyl-morpholine is introduced. The reaction mixt... The product is CN1C[C@@H](C[C@@H]2C=3C=CC=C4NC=C(C[C@@H]12)C34)CNNC(C)=O (6-methyl-8β-([N'-acetyl-hydrazino]-methyl)-ergoline). The yield is 72.4%. The reactants are CN1C[C@@](C[C@@H]2C=3C=CC=C4NC=C(C[C@@H]12)C34)(NN)C (6-methyl-8β-hydrazino-methyl-ergoline), CN1CCOCC1 (N-methyl-morpholine), CN1CCOCC1 (N-methyl-morpholine), C(C)(=O)Cl (acetyl chloride), N (ammonia), O (water). Solvent: C(Cl)(Cl)Cl (chloroform), C(C)#N (acetonitrile). Starting materials: CC1=CC=CC=C1CCCC=C (5-OTP), zeolite. Run in CC=1C=CC=CC1C (o-xylene). Run at temperature 120 celsius, time 28 hour. Yields the product CC1CCCC2=C(C=CC=C12)C (1,5-dimethyltetralin). As a reaction SMILES: [CH3:1][C:2]1[C:7]([CH2:8][CH2:9][CH2:10][CH:11]=[CH2:12])=[CH:6][CH:5]=[CH:4][CH:3]=1>CC1C=CC=CC=1C>[CH3:12][CH:11]1[C:6]2[C:7](=[C:2]([CH3:1])[CH:3]=[CH:4][CH:5]=2)[CH2:8][CH2:9][CH2:10]1. Procedure: Three hundred milliliters of a solution obtained by mixing o-xylene as a diluent and 5-OTP as a reactant in a weight ratio of 9:1 was introduced into a liquid-phase batch reactor. Then, the mixture was heated to 120° C. at normal pressure by using a mantle. Thereafter, 9 g of the dealuminated zeolite beta catalyst prepared in the above 1 was added to the reaction solution and the resulting mixture was allowed to react under stirring at 200 rpm for 28 hours while maintaining the reaction temperat... Reactants: OC1=C(C(=O)OC)C=C(C(=C1C)C)B1OC(C(O1)(C)C)(C)C (methyl 2-hydroxy-3,4-dimethyl-5-(4,4,5,5-tetramethyl-1,3,2-dioxaborolan-2-yl)benzoate), ClCC1=CC(=C(C#N)C=C1)F (4-(chloromethyl)-2-fluorobenzonitrile), C([O-])([O-])=O.[Na+].[Na+] (sodium carbonate), COCCOC (DME). Reagents/catalysts: C1=CC=C(C=C1)P([C-]2C=CC=C2)C3=CC=CC=C3.C1=CC=C(C=C1)P([C-]2C=CC=C2)C3=CC=CC=C3.Cl[Pd]Cl.[Fe+2].ClCCl ([1,1′-bis(diphenylphosphino)ferrocene]dichloropalladium(II) dichloromethane). The solvent is O (water). Reaction conditions: temperature 80 celsius, time 8 hour. Product: C(#N)C1=C(C=C(CC=2C(=C(C(=C(C(=O)OC)C2)O)C)C)C=C1)F (methyl 5-(4-cyano-3-fluorobenzyl)-2-hydroxy-3,4-dimethylbenzoate). Isolated yield 100.5%. Reaction SMILES: [OH:1][C:2]1[C:11]([CH3:12])=[C:10]([CH3:13])[C:9](B2OC(C)(C)C(C)(C)O2)=[CH:8][C:3]=1[C:4]([O:6][CH3:7])=[O:5].Cl[CH2:24][C:25]1[CH:32]=[CH:31][C:28]([C:29]#[N:30])=[C:27]([F:33])[CH:26]=1.C(=O)([O-])[O-].[Na+].[Na+].COCCOC>C1C=CC(P(C2C=CC=CC=2)[C-]2C=CC=C2)=CC=1.C1C=CC(P(C2C=CC=CC=2)[C-]2C=CC=C2)=CC=1.Cl[Pd]Cl.[Fe+2].ClCCl.O>[C:29]([C:28]1[CH:31]=[CH:32][C:25]([CH2:24][C:9]2[C:10]([CH3:13])=[C:11]([CH3:12])[C:2]([OH:1])=[C:3]([CH:8]=2)[C:4]([O:6][CH3:7])=[O:5])=[CH:26][C:27]=1[F:33])#[N:30] |f:2.3.4,6.7.8.9.10|. Procedure details: To a mixture of methyl 2-hydroxy-3,4-dimethyl-5-(4,4,5,5-tetramethyl-1,3,2-dioxaborolan-2-yl)benzoate (1.07 g), 4-(chloromethyl)-2-fluorobenzonitrile (0.89 g), 2 mol/L aqueous sodium carbonate solution (3.50 mL) and DME (20.0 mL) was added [1,1′-bis(diphenylphosphino)ferrocene]dichloropalladium(II) dichloromethane adduct (0.14 g) under argon atmosphere, and the mixture was stirred overnight at 80° C., and then at room temperature for weekend. To the reaction mixture was added water at room tempe... Starting materials: C(C1=CC=CC=C1)OC([C@@H](NC(CNC(CNC([C@@H](NC(=O)OC(C)(C)C)CC1=CC=C(C=C1)O)=O)=O)=O)CC1=CC=CC=C1)=O (N-t-butoxycarbonyl-L-tyrosylglycylglycyl-L-phenylalanine benzyl ester), [H][H] (hydrogen). Procedure: To a solution of 3.6 parts N-t-butoxycarbonyl-L-tyrosylglycylglycyl-L-phenylalanine benzyl ester in 160 parts methanol is added 0.4 part palladium black metal catalyst. The resulting mixture is shaken with hydrogen at room temperature at atmospheric pressure for about 5 hours. The catalyst is then removed by filtration, and the solvent removed by evaporation under reduced pressure. The resulting crude material is purified using low-pressure chromatography to afford N-t-butoxycarbonyl-L-tyrosylgl... Yields the product C(C)(C)(C)OC(=O)N[C@@H](CC1=CC=C(C=C1)O)C(=O)NCC(=O)NCC(=O)N[C@@H](CC1=CC=CC=C1)C(=O)O (N-t-butoxycarbonyl-L-tyrosylglycylglycyl-L-phenylalanine). RXN SMILES: C([O:8][C:9](=[O:46])[C@H:10]([CH2:39][C:40]1[CH:45]=[CH:44][CH:43]=[CH:42][CH:41]=1)[NH:11][C:12](=[O:38])[CH2:13][NH:14][C:15](=[O:37])[CH2:16][NH:17][C:18](=[O:36])[C@H:19]([CH2:28][C:29]1[CH:34]=[CH:33][C:32]([OH:35])=[CH:31][CH:30]=1)[NH:20][C:21]([O:23][C:24]([CH3:27])([CH3:26])[CH3:25])=[O:22])C1C=CC=CC=1.[H][H]>[Pd].CO>[C:24]([O:23][C:21]([NH:20][C@H:19]([C:18]([NH:17][CH2:16][C:15]([NH:14][CH2:13][C:12]([NH:11][C@H:10]([C:9]([OH:46])=[O:8])[CH2:39][C:40]1[CH:41]=[CH:42][CH:43]=[CH:44][CH:45]=1)=[O:38])=[O:37])=[O:36])[CH2:28][C:29]1[CH:30]=[CH:31][C:32]([OH:35])=[CH:33][CH:34]=1)=[O:22])([CH3:27])([CH3:25])[CH3:26]. The reagents and catalysts are [Pd] (palladium black). Solvent: CO (methanol). Starting materials: C(=O)NC1[C@@H]2N(C(C(CS2)=C)C(=O)O)C1=O (7-Formamido-3-methylenecepham-4-carboxylic acid), C1(=CC=CC=C1)C(=[N+]=[N-])C1=CC=CC=C1 (diphenyldiazomethane). Run in C(C)(=O)OCC (ethyl acetate). Reaction conditions: temperature 45 celsius, time 1 hour. The product is C(=O)NC1[C@@H]2N(C(C(CS2)=C)C(=O)OC(C2=CC=CC=C2)C2=CC=CC=C2)C1=O (benzhydryl 7-formamido-3-methylenecepham-4-carboxylate). RXN SMILES: [CH:1]([NH:3][CH:4]1[C:15](=[O:16])[N:6]2[CH:7]([C:12]([OH:14])=[O:13])[C:8](=[CH2:11])[CH2:9][S:10][C@H:5]12)=[O:2].[C:17]1([C:23]([C:26]2[CH:31]=[CH:30][CH:29]=[CH:28][CH:27]=2)=[N+]=[N-])[CH:22]=[CH:21][CH:20]=[CH:19][CH:18]=1>C(OCC)(=O)C>[CH:1]([NH:3][CH:4]1[C:15](=[O:16])[N:6]2[CH:7]([C:12]([O:14][CH:23]([C:17]3[CH:22]=[CH:21][CH:20]=[CH:19][CH:18]=3)[C:26]3[CH:31]=[CH:30][CH:29]=[CH:28][CH:27]=3)=[O:13])[C:8](=[CH2:11])[CH2:9][S:10][C@H:5]12)=[O:2]. Procedure: 7-Formamido-3-methylenecepham-4-carboxylic acid (1.570 g) was added to a solution (0.93M, 8.36 l) of diphenyldiazomethane in ethyl acetate by portions. The mixture was stirred at 45° C. for 1 hour and evaporated in vacuo. The residue was triturated with diisopropyl ether to give benzhydryl 7-formamido-3-methylenecepham-4-carboxylate (2.337 g). Reactants: COC(=O)C(=Cc1ccc(NC(=O)OC(C)(C)C)c(C)c1COC(C)=O)OC(=O)c1ccccc1, ClCCl, [H][H]. The product is COC(=O)C(Cc1ccc(NC(=O)OC(C)(C)C)c(C)c1COC(C)=O)OC(=O)c1ccccc1. RXN SMILES: [C:1]([c:2]1[cH:3][cH:4][cH:5][cH:6][cH:7]1)(=[O:8])[O:9][C:10](=[CH:11][c:12]1[c:13]([CH2:27][O:28][C:29]([CH3:30])=[O:31])[c:14]([CH3:26])[c:15]([NH:18][C:19](=[O:20])[O:21][C:22]([CH3:23])([CH3:24])[CH3:25])[cH:16][cH:17]1)[C:32](=[O:33])[O:34][CH3:35].[Cl:38][CH2:39][Cl:40].[H:36][H:37]>>[C:1]([c:2]1[cH:3][cH:4][cH:5][cH:6][cH:7]1)(=[O:8])[O:9][CH:10]([CH2:11][c:12]1[c:13]([CH2:27][O:28][C:29]([CH3:30])=[O:31])[c:14]([CH3:26])[c:15]([NH:18][C:19](=[O:20])[O:21][C:22]([CH3:23])([CH3:24])[CH3:25])[cH:16][cH:17]1)[C:32](=[O:33])[O:34][CH3:35].